Dataset: the Open Reaction Database (ORD), a public repository of structured organic reaction records. Task: describe an organic reaction: reactants, conditions, products, and yield Reaction SMILES: Cl[C:2]1[C:3]2[CH2:17][CH2:16][CH2:15][C:4]=2[N:5]=[C:6]([C:8]2[CH:13]=[CH:12][CH:11]=[C:10]([Cl:14])[CH:9]=2)[N:7]=1.[NH2:18][C:19]1[CH:24]=[CH:23][CH:22]=[CH:21][CH:20]=1>>[Cl:14][C:10]1[CH:9]=[C:8]([C:6]2[N:7]=[C:2]([NH:18][C:19]3[CH:24]=[CH:23][CH:22]=[CH:21][CH:20]=3)[C:3]3[CH2:17][CH2:16][CH2:15][C:4]=3[N:5]=2)[CH:13]=[CH:12][CH:11]=1. Reactants: ClC=1C2=C(N=C(N1)C1=CC(=CC=C1)Cl)CCC2 (4-chloro-2-(3-chlorophenyl)-6,7-dihydro-5H-cyclopenta[d]pyrimidine), NC1=CC=CC=C1 (aniline). Yield: 95.4%. Product: ClC=1C=C(C=CC1)C=1N=C(C2=C(N1)CCC2)NC2=CC=CC=C2 (2-(3-Chlorophenyl)-N-phenyl-6,7-dihydro-5H-cyclopenta[d]pyrimidin-4-amine). Reported procedure: Following general procedure A1, 4-chloro-2-(3-chlorophenyl)-6,7-dihydro-5H-cyclopenta[d]pyrimidine (0.185 g, 0.70 mmol) was reacted with aniline (0.130 g, 1.4 mmol) to afford the title compound (0.215 g, 95%) as an orange solid. MW=321.80. 1H NMR (DMSO-d6, 500 MHz) δ 8.25 (s, 1H), 8.30-8.22 (m, 2H), 7.79 (d, J=8.5 Hz, 2H), 7.55-7.49 (m, 2H), 7.41-7.35 (m, 2H), 7.10-7.05 (m, 1H), 2.93-2.86 (m, 4H), 2.10 (quin, J=7.5 Hz, 2H); APCI MS m/z 322 [M+H]+. The reactants are CC(C)(C)OC(=O)N1CCCC(OS(C)(=O)=O)C1, CCN(CC)P1(=NC(C)(C)C)N(C)CCCN1C, CC#N, Oc1ccc2c(Cl)nccc2c1. Yields the product CC(C)(C)OC(=O)N1CCCC(Oc2ccc3c(Cl)nccc3c2)C1. As a reaction SMILES: [C:13]([CH3:14])([CH3:15])([CH3:16])[O:17][C:18](=[O:19])[N:20]1[CH2:21][CH:22]([O:26][S:27]([CH3:28])(=[O:29])=[O:30])[CH2:23][CH2:24][CH2:25]1.[C:31]([N:32]=[P:33]1([N:34]([CH2:35][CH3:36])[CH2:37][CH3:38])[N:39]([CH3:40])[CH2:41][CH2:42][CH2:43][N:44]1[CH3:45])([CH3:46])([CH3:47])[CH3:48].[CH3:49][C:50]#[N:51].[Cl:1][c:2]1[n:3][cH:4][cH:5][c:6]2[cH:7][c:8]([OH:12])[cH:9][cH:10][c:11]12>>[Cl:1][c:2]1[n:3][cH:4][cH:5][c:6]2[cH:7][c:8]([O:12][CH:22]3[CH2:21][N:20]([C:18]([O:17][C:13]([CH3:14])([CH3:15])[CH3:16])=[O:19])[CH2:25][CH2:24][CH2:23]3)[cH:9][cH:10][c:11]12. The reactants are CCN(C(C)C)C(C)C, C1CCOC1, COC(=O)c1ccc(C(Nc2ccccc2)C(=O)O)cc1, C(=NC1CCCCC1)=NC1CCCCC1, OC1CN2CCC1CC2, On1nnc2ccccc21. The product is COC(=O)c1ccc(C(Nc2ccccc2)C(=O)OC2CN3CCC2CC3)cc1. As a reaction SMILES: [CH2:22]([N:23]([CH:24]([CH3:25])[CH3:26])[CH:27]([CH3:28])[CH3:29])[CH3:30].[CH2:65]1[O:66][CH2:67][CH2:68][CH2:69]1.[CH3:1][O:2][C:3](=[O:4])[c:5]1[cH:6][cH:7][c:8]([CH:11]([C:12](=[O:13])[OH:14])[NH:15][c:16]2[cH:17][cH:18][cH:19][cH:20][cH:21]2)[cH:9][cH:10]1.[CH:31]1([N:32]=[C:33]=[N:34][CH:35]2[CH2:36][CH2:37][CH2:38][CH2:39][CH2:40]2)[CH2:41][CH2:42][CH2:43][CH2:44][CH2:45]1.[N:56]12[CH2:57][CH:58]([OH:64])[CH:59]([CH2:60][CH2:61]1)[CH2:62][CH2:63]2.[OH:46][n:47]1[c:48]2[c:49]([cH:50][cH:51][cH:52][cH:53]2)[n:54][n:55]1>>[CH3:1][O:2][C:3](=[O:4])[c:5]1[cH:6][cH:7][c:8]([CH:11]([C:12](=[O:13])[O:14][CH:58]2[CH2:57][N:56]3[CH2:61][CH2:60][CH:59]2[CH2:62][CH2:63]3)[NH:15][c:16]2[cH:17][cH:18][cH:19][cH:20][cH:21]2)[cH:9][cH:10]1. Reactants: FC1=CC=C(OC[C@H](C#C)O)C=C1 ((3S)-4-(4-fluorophenoxy)-3-hydroxy-1-butyne), BrN1C(CCC1=O)=O (N-bromosuccinimide). Reagents/catalysts: [N+](=O)([O-])[O-].[Ag+] (AgNO3). Solvent: CC(=O)C (acetone). Reaction conditions: time 30 minute. The product is BrC#C[C@@H](COC1=CC=C(C=C1)F)O ((3S)-1-bromo-4-(4-fluorophenoxy)-3-hydroxy-1-butyne). Reaction SMILES: [F:1][C:2]1[CH:13]=[CH:12][C:5]([O:6][CH2:7][C@@H:8]([OH:11])[C:9]#[CH:10])=[CH:4][CH:3]=1.[Br:14]N1C(=O)CCC1=O>CC(C)=O.[N+]([O-])([O-])=O.[Ag+]>[Br:14][C:10]#[C:9][C@H:8]([OH:11])[CH2:7][O:6][C:5]1[CH:12]=[CH:13][C:2]([F:1])=[CH:3][CH:4]=1 |f:3.4|. Procedure: A mixture of (3S)-4-(4-fluorophenoxy)-3-hydroxy-1-butyne (2.5 g, 14 mmol), N-bromosuccinimide (NBS) (2.74 g, 15.4 mmol) and AgNO3 (0.12 g, 0.7 mmol) in acetone (70 mL) was stirred at ambient temperature. The pale solution became cloudy over 30 minutes. The mixture was concentrated under vacuum and the resulting residue was filtered through a plug of silica gel (1×5 cm) eluted with 1:4 ethyl acetate:hexane to obtain (3S)-1-bromo-4-(4-fluorophenoxy)-3-hydroxy-1-butyne, a compound of formula (CC), ... Reactants: CCCc1c(OCCCOCCCOc2ccc3ccc(OCC(=O)OC)cc3c2C(C)=O)ccc(C(C)=O)c1O, CO, [Na+], [OH-]. Product: CCCc1c(OCCCOCCCOc2ccc3ccc(OCC(=O)O)cc3c2C(C)=O)ccc(C(C)=O)c1O. Reaction SMILES: [CH3:1][O:2][C:3]([CH2:4][O:5][c:6]1[cH:7][c:8]2[c:9]([C:38]([CH3:39])=[O:40])[c:10]([O:16][CH2:17][CH2:18][CH2:19][O:20][CH2:21][CH2:22][CH2:23][O:24][c:25]3[c:26]([CH2:35][CH2:36][CH3:37])[c:27]([OH:34])[c:28]([C:31]([CH3:32])=[O:33])[cH:29][cH:30]3)[cH:11][cH:12][c:13]2[cH:14][cH:15]1)=[O:41].[CH3:44][OH:45].[Na+:43].[OH-:42]>>[O:2]=[C:3]([CH2:4][O:5][c:6]1[cH:7][c:8]2[c:9]([C:38]([CH3:39])=[O:40])[c:10]([O:16][CH2:17][CH2:18][CH2:19][O:20][CH2:21][CH2:22][CH2:23][O:24][c:25]3[c:26]([CH2:35][CH2:36][CH3:37])[c:27]([OH:34])[c:28]([C:31]([CH3:32])=[O:33])[cH:29][cH:30]3)[cH:11][cH:12][c:13]2[cH:14][cH:15]1)[OH:41]. The reactants are ClCCl, CC(C)(C)OC(=O)N1CCC2C(C1)c1cc(-c3cccc(Cl)c3Cl)cc3c1N2CCC3, O=C(O)C(F)(F)F, [Na+], [OH-]. Product: Clc1cccc(-c2cc3c4c(c2)C2CNCCC2N4CCC3)c1Cl. As a reaction SMILES: [CH2:41]([Cl:42])[Cl:43].[Cl:1][c:2]1[c:3](-[c:9]2[cH:10][c:11]3[c:16]4[c:17]([cH:18]2)[CH:19]2[CH:20]([N:15]4[CH2:14][CH2:13][CH2:12]3)[CH2:21][CH2:22][N:23]([C:25]([O:26][C:27]([CH3:28])([CH3:29])[CH3:30])=[O:31])[CH2:24]2)[cH:4][cH:5][cH:6][c:7]1[Cl:8].[F:34][C:35]([F:36])([F:37])[C:38]([OH:39])=[O:40].[Na+:33].[OH-:32]>>[Cl:1][c:2]1[c:3](-[c:9]2[cH:10][c:11]3[c:16]4[c:17]([cH:18]2)[CH:19]2[CH:20]([N:15]4[CH2:14][CH2:13][CH2:12]3)[CH2:21][CH2:22][NH:23][CH2:24]2)[cH:4][cH:5][cH:6][c:7]1[Cl:8]. Reported procedure: A solution of 4-(bromoacetyl)phenoxyacetic acid (26g.) in chloroform (150ml.) was stirred as hexamine (14g.) was added. The mixture was stirred at room temperature for 3 days and then filtered. The solid was suspended in ethanol (250ml.), concentrated hydrochloric acid (50ml.) was added and the mixture stirred at room temperature for 18 hours. The mixture was then filtered and the filtrate diluted with diethyl ether (1,500ml.). The solid so produced was filtered off, washed with a mixture of eth... Conditions: time 3 day. The reactants are BrCC(=O)C1=CC=C(OCC(=O)O)C=C1 (4-(bromoacetyl)phenoxyacetic acid), C1N2CN3CN1CN(C2)C3 (hexamine), C(Cl)(Cl)Cl (chloroform). RXN SMILES: Br[CH2:2][C:3]([C:5]1[CH:15]=[CH:14][C:8]([O:9][CH2:10][C:11]([OH:13])=[O:12])=[CH:7][CH:6]=1)=[O:4].C1N2CN3CN(C2)C[N:17]1C3.C(Cl)(Cl)[Cl:27]>>[ClH:27].[NH2:17][CH2:2][C:3]([C:5]1[CH:15]=[CH:14][C:8]([O:9][CH2:10][C:11]([OH:13])=[O:12])=[CH:7][CH:6]=1)=[O:4] |f:3.4|. Product: Cl.NCC(=O)C1=CC=C(OCC(=O)O)C=C1 (4-(aminoacetyl)phenoxyacetic acid hydrochloride). Reactants: ice water, NC1=CC=C(C=C1)O (para-aminophenol), C(=C)S(=O)(=O)C=C (divinylsulfone), C(C)(=O)O (acetic acid). Run in C(C)O (ethanol). Yields the product O=S1(CCN(CC1)C1=CC=C(C=C1)O)=O (4-(1',1'-dioxothiomorpholino)phenol), crystalline solid. Isolated yield 67.0%. As a reaction SMILES: [NH2:1][C:2]1[CH:7]=[CH:6][C:5]([OH:8])=[CH:4][CH:3]=1.[CH:9]([S:11]([CH:14]=[CH2:15])(=[O:13])=[O:12])=[CH2:10].C(O)(=O)C>C(O)C>[O:12]=[S:11]1(=[O:13])[CH2:14][CH2:15][N:1]([C:2]2[CH:7]=[CH:6][C:5]([OH:8])=[CH:4][CH:3]=2)[CH2:10][CH2:9]1. Procedure details: The preparation of stabilizer compounds of formula S of the invention is illustrated by the following synthesis of Stabilizer S-3. ##STR16## A mixture of para-aminophenol (25 g, 229 mmol) and divinylsulfone (32.5 g, 275 mmol) was heated at reflux in ethanol (100 ml) for two days. The reaction mixture was cooled and poured into ice water (1 l). The mixture was made acidic with the addition of acetic acid and the resulting tan solid was isolated by filtration and washed with water. Recrystallizati...